This data is from the Open Reaction Database (ORD), a public repository of structured organic reaction records. The task is: describe an organic reaction: reactants, conditions, products, and yield Reactants: N(=O)[O-].[Na+] (sodium nitrite), stannous chloride, ClC1=C(C(=CC(=C1)C(F)(F)F)Cl)NC1=CC=CC=C1 (2,6-Dichloro-4-trifluoromethylphenylaniline), [OH-].[NH4+] (ammonium hydroxide). Run in S(O)(O)(=O)=O (sulphuric acid), Cl (hydrochloric acid), C(C)(=O)O (acetic acid). The product is ClC1=C(C(=CC(=C1)C(F)(F)F)Cl)NN (2,6-dichloro-4-trifluoromethylphenylhydrazine). The yield is 107.5%. Reaction SMILES: [Cl:1][C:2]1[CH:7]=[C:6]([C:8]([F:11])([F:10])[F:9])[CH:5]=[C:4]([Cl:12])[C:3]=1[NH:13]C1C=CC=CC=1.[N:20]([O-])=O.[Na+].[OH-].[NH4+]>C(O)(=O)C.S(=O)(=O)(O)O.Cl>[Cl:1][C:2]1[CH:7]=[C:6]([C:8]([F:11])([F:10])[F:9])[CH:5]=[C:4]([Cl:12])[C:3]=1[NH:13][NH2:20] |f:1.2,3.4|. Procedure: 2,6-Dichloro-4-trifluoromethylphenylaniline (4.3 g) (described in U.S. Pat. No. 3,850,955) was dissolved, with stirring, in glacial acetic acid (23 ml). A solution of sodium nitrite (1.5 g) in concentrated sulphuric acid (11 ml) was then added at 55°-60° C. The solution thus obtained was cooled to 0°-5° C. and a solution of stannous chloride (16.4 g) in concentrated hydrochloric acid (14 ml) was added with vigorous stirring. A cream-coloured solid precipitated. The mixture was filtered and the s... Starting materials: O=C([O-])O, CNC(=O)Nc1ccc(B2OC(C)(C)C(C)(C)O2)cc1, CC12COCCN1c1nc(Cl)ncc1N(C1CCOCC1)C2=O, [Na+], C1COCCO1. Yields the product CNC(=O)Nc1ccc(-c2ncc3c(n2)N2CCOCC2(C)C(=O)N3C2CCOCC2)cc1. RXN SMILES: [C:44](=[O:45])([OH:46])[O-:47].[CH3:24][NH:25][C:26](=[O:27])[NH:28][c:29]1[cH:30][cH:31][c:32]([B:35]2[O:36][C:37]([CH3:38])([CH3:39])[C:40]([CH3:41])([CH3:42])[O:43]2)[cH:33][cH:34]1.[Cl:1][c:2]1[n:3][c:4]2[c:9]([cH:10][n:11]1)[N:8]([CH:12]1[CH2:13][CH2:14][O:15][CH2:16][CH2:17]1)[C:7](=[O:18])[C:6]1([CH3:23])[N:5]2[CH2:22][CH2:21][O:20][CH2:19]1.[Na+:48].[O:49]1[CH2:50][CH2:51][O:52][CH2:53][CH2:54]1>>[c:2]1(-[c:32]2[cH:31][cH:30][c:29]([NH:28][C:26]([NH:25][CH3:24])=[O:27])[cH:34][cH:33]2)[n:3][c:4]2[c:9]([cH:10][n:11]1)[N:8]([CH:12]1[CH2:13][CH2:14][O:15][CH2:16][CH2:17]1)[C:7](=[O:18])[C:6]1([CH3:23])[N:5]2[CH2:22][CH2:21][O:20][CH2:19]1. As a reaction SMILES: Br[C:2]1[CH:3]=[C:4]([NH:8][CH2:9][C:10]2[CH:11]=[N:12][CH:13]=[CH:14][CH:15]=2)[CH:5]=[CH:6][CH:7]=1.[C:16]1([O:23][CH3:24])[C:17](=[CH:19][CH:20]=[CH:21][CH:22]=1)[OH:18]>>[CH3:24][O:23][C:16]1[CH:22]=[CH:21][CH:20]=[CH:19][C:17]=1[O:18][C:2]1[CH:3]=[C:4]([NH:8][CH2:9][C:10]2[CH:11]=[N:12][CH:13]=[CH:14][CH:15]=2)[CH:5]=[CH:6][CH:7]=1. The product is COC1=C(OC=2C=C(C=CC2)NCC=2C=NC=CC2)C=CC=C1 (N-(3-(2-Methoxyphenoxy)phenyl) pyrid-3-ylmethylamine). Reported procedure: Using the method of Example 342 using N-(3-bromophenyl)pyridin-3-ylmethylamine and guaiacol (Aldrich) and purifying via preparative HPLC eluting with 1:1 DCM/ethyl acetate gave N-(3-(2-Methoxyphenoxy)phenyl) pyrid-3-ylmethylamine. Anal Calcd for C19H18N2O2.0.5H2O: C, 72.36; H, 6.07; N, 8.88. Found: C, 72.43; H, 5.80; N, 8.96. MS found 307.2 [M+H]+ Starting materials: BrC=1C=C(C=CC1)NCC=1C=NC=CC1 (N-(3-bromophenyl)pyridin-3-ylmethylamine), C=1(C(O)=CC=CC1)OC (guaiacol). Starting materials: C(C1=CC=CC=C1)C1=C(C=CC=C1)C (o-benzyl-toluene), C(C)(=O)O (acetic acid), O=O (oxygen). The reagents and catalysts are C(C)(=O)[O-].[Mn+2].C(C)(=O)[O-] (manganese (II) acetate), C(C)(=O)[O-].[Co+2].C(C)(=O)[O-] (cobalt (II) acetate), [Co](Br)Br (cobalt (II) bromide). Yields the product C1=CC=CC=2C(C3=CC=CC=C3C(C12)=O)=O (anthraquinone). RXN SMILES: [CH2:1]([C:8]1[CH:13]=[CH:12][CH:11]=[CH:10][C:9]=1C)[C:2]1C=[CH:6][CH:5]=[CH:4][CH:3]=1.[O:15]=O.[C:17]([OH:20])(=O)[CH3:18]>C([O-])(=O)C.[Co+2].C([O-])(=O)C.C([O-])(=O)C.[Mn+2].C([O-])(=O)C.[Co](Br)Br>[CH:6]1[C:18]2[C:17](=[O:20])[C:13]3[C:8](=[CH:9][CH:10]=[CH:11][CH:12]=3)[C:1](=[O:15])[C:2]=2[CH:3]=[CH:4][CH:5]=1 |f:3.4.5,6.7.8|. Procedure: The reactor described in Example 1 is charged with a mixture of 60.7 g o-benzyl-toluene (5/8 Mol), 607 ml dry acetic acid, 3 g cobalt (II) acetate.4H2O, 0.5 g manganese (II) acetate.4H2O and 3.0 g cobalt (II) bromide.6H2O. The reaction is carried out as described above. The uptake of oxygen is completed after about 3 hours. After the analogous work up 2.2 g anthraquinone (3.2% of theory) and 68.1 g crude o-benzoyl-benzoic acid (90.4% of theory) are recovered; the acid number approaches 226, and ... Reactants: OC1=CC(=CC2=C1C(=C(C(O2)=O)CCO)C)O (5,7-dihydroxy-3-(2-hydroxyethyl)-4-methyl-2H-1-benzopyran-2-one), C([O-])(O)=O.[K+] (potassium bicarbonate), C(C)I (ethyl iodide), CN(C)C=O (DMF). Product: C(C)OC1=CC(=CC2=C1C(=C(C(O2)=O)CCO)C)OCC (5,7-diethoxy-3-(2-hydroxyethyl)-4-methyl-2H-1-benzopyran-2-one). RXN SMILES: O[C:2]1[C:7]2[C:8]([CH3:16])=[C:9]([CH2:13][CH2:14][OH:15])[C:10](=O)[O:11][C:6]=2[CH:5]=[C:4]([OH:17])[CH:3]=1.[C:18](=[O:21])(O)[O-:19].[K+].[CH2:23](I)[CH3:24].[CH3:26]N(C=O)C>>[CH2:10]([O:11][C:6]1[C:7]2[C:8]([CH3:16])=[C:9]([CH2:13][CH2:14][OH:15])[C:18](=[O:21])[O:19][C:2]=2[CH:3]=[C:4]([O:17][CH2:23][CH3:24])[CH:5]=1)[CH3:26] |f:1.2|. Reported procedure: 33.0 g (140 mmol) of 5,7-dihydroxy-3-(2-hydroxyethyl)-4-methyl-2H-1-benzopyran-2-one (Example 49), 56.0 g (560 mmol) of potassium bicarbonate and 76.4 g (490 mmol) of ethyl iodide are stirred in 500 ml of DMF for 55 hours at 80° C. under nitrogen. The solution is evaporated, extracted with chloroform, and the organic phase is washed with dilute sodium hydroxide and with water, dried with Na2SO4 and re-evaporated. The product is purified by column chromatography over silica gel 60 (eluent: ethyla... Starting materials: C(C)(C)(C)OC(=O)N(C)C1=C(C=CC=C1)CC(=O)OC (methyl [2-(N-tert-butoxycarbonyl-N-methylamino)phenyl]acetate), [OH-].[Na+] (sodium hydroxide). Run in C(C)O (ethanol). The product is C(C)(C)(C)OC(=O)N(C)C1=C(C=CC=C1)CC(=O)O ([2-(N-tert-butoxycarbonyl-N-methylamino)phenyl]acetic acid). Yield: 85.7%. As a reaction SMILES: [C:1]([O:5][C:6]([N:8]([C:10]1[CH:15]=[CH:14][CH:13]=[CH:12][C:11]=1[CH2:16][C:17]([O:19]C)=[O:18])[CH3:9])=[O:7])([CH3:4])([CH3:3])[CH3:2].[OH-].[Na+]>C(O)C>[C:1]([O:5][C:6]([N:8]([C:10]1[CH:15]=[CH:14][CH:13]=[CH:12][C:11]=1[CH2:16][C:17]([OH:19])=[O:18])[CH3:9])=[O:7])([CH3:4])([CH3:2])[CH3:3] |f:1.2|. Procedure details: A solution of methyl [2-(N-tert-butoxycarbonyl-N-methylamino)phenyl]acetate (3.5 g) in ethanol (50 cc) is treated with normal sodium hydroxide solution (15 cc) at 80° C. for 4 hours. The reaction mixture is concentrated under reduced pressure (2.7 kPa). The residue is taken up with water (100 cc) and the solution, acidified to pH 1 with 4N hydrochloric acid, is extracted with ethyl acetate (2×100 cc). The combined organic phases are dried over magnesium sulphate, filtered and concentrated to dry... Reaction SMILES: [C:1]([BH3-])#[N:2].[Na+].[CH3:5][O:6][C:7]([C:9]1[CH:14]=[CH:13][C:12]([C:15]2[CH:20]=[CH:19][C:18]([O:21][C@H:22]([CH3:29])[CH2:23][CH2:24][CH2:25][CH2:26][CH2:27][CH3:28])=[C:17](N)[CH:16]=2)=[CH:11][CH:10]=1)=[O:8].C=O.[CH3:33][C@H](OC1C=CC(O)=C(N(C)C)C=1)CCCCCC>C(#N)C.C(O)(=O)C>[CH3:5][O:6][C:7]([C:9]1[CH:14]=[CH:13][C:12]([C:15]2[CH:20]=[CH:19][C:18]([O:21][C@H:22]([CH3:29])[CH2:23][CH2:24][CH2:25][CH2:26][CH2:27][CH3:28])=[C:17]([N:2]([CH3:1])[CH3:33])[CH:16]=2)=[CH:11][CH:10]=1)=[O:8] |f:0.1|. Solvent: C(C)#N (acetonitrile), C(C)(=O)O (acetic acid). The yield is 78.0%. Reported procedure: Sodium cyanoborohydride (202 mg, 3.20 mmol), compound 62 (380 mg, 1.07 mmol), glacial acetic acid (2×0.09 ml), and aqueous formaldehyde (1.28 ml, 16.0 mmol) in 35 ml acetonitrile were reacted according to the procedure for compound 57. Evaporation of solvent yielded 321 mg (78%) of a white solid. The crude product was used without purification. ##STR48## The product is COC(=O)C1=CC=C(C=C1)C1=CC(=C(C=C1)O[C@@H](CCCCCC)C)N(C)C ((R)-Methyl-3'-(N,N-dimethylamino)-4'-(1-methylheptyloxy)-4-biphenylcarboxylate). Starting materials: C(#N)[BH3-].[Na+] (Sodium cyanoborohydride), COC(=O)C1=CC=C(C=C1)C1=CC(=C(C=C1)O[C@@H](CCCCCC)C)N ((R)-Methyl-3'-(amino)-4'-(1-methylheptyloxy)-4-biphenylcarboxylate), C=O (formaldehyde), C[C@@H](CCCCCC)OC1=CC(=C(C=C1)O)N(C)C ((S)-4-(1-Methylheptyloxy)-2-(N,N-dimethylamino)-phenol).